The task is: describe an organic reaction: reactants, conditions, products, and yield. This data is from the Open Reaction Database (ORD), a public repository of structured organic reaction records. Starting materials: [OH-].[K+] (potassium hydroxide), Cl (hydrochloric acid), FC(C1=NN=C2N1C=C(C1=CC=CC=C21)C(=O)OC)(F)F (3-trifluoromethyl-6-methoxycarbonyl-s-triazolo-[3,4-a]-isoquinoline), C(C)O (ethanol). The solvent is O (water). The product is FC(C1=NN=C2N1C=C(C1=CC=CC=C21)C(=O)O)(F)F (3-Trifluoromethyl-6-carboxy-s-triazolo-[3,4-a]-isoquinoline). RXN SMILES: [OH-].[K+].[F:3][C:4]([F:23])([F:22])[C:5]1[N:9]2[CH:10]=[C:11]([C:18]([O:20]C)=[O:19])[C:12]3[C:17]([C:8]2=[N:7][N:6]=1)=[CH:16][CH:15]=[CH:14][CH:13]=3.C(O)C.Cl>O>[F:23][C:4]([F:3])([F:22])[C:5]1[N:9]2[CH:10]=[C:11]([C:18]([OH:20])=[O:19])[C:12]3[C:17]([C:8]2=[N:7][N:6]=1)=[CH:16][CH:15]=[CH:14][CH:13]=3 |f:0.1|. Procedure details: A solution of potassium hydroxide (2.8 g., 0.05 mol.) and 3-trifluoromethyl-6-methoxycarbonyl-s-triazolo-[3,4-a]-isoquinoline (14.8 g., 0.05 mol.) was allowed to reflux in 280 ml. of ethanol for 12 hours. Removal of the solvent provided a residue which was dissolved in water andfiltered. The aqueous filtrate was neutralized with 2N hydrochloric acid and the product, 9.7 g. (70%) was collected by filtration; m.p. 290°C. (dec.).